From a dataset of the Open Reaction Database (ORD), a public repository of structured organic reaction records. describe an organic reaction: reactants, conditions, products, and yield The reactants are C1(C=2C(C(N1C(C(=O)OCC)C(=O)OCC)=O)=CC=CC2)=O (Diethyl 2-phthalimidomalonate), NC=1C=C(C(=O)OCCCCCCCCCCCC)C=CC1Cl (n-dodecyl 3-amino-4-chlorobenzoate). Solvent: C1(=CC=CC=C1)C (toluene). Yields the product ClC1=C(C=C(C=C1)C(=O)OCCCCCCCCCCCC)NC(C(C(=O)OCC)N1C(C=2C(C1=O)=CC=CC2)=O)=O (Ethyl N-(2-chloro-5-n-dodecyloxycarbonylphenyl)-2-phthalimidomalonamate). RXN SMILES: [C:1]1(=[O:22])[N:5]([CH:6]([C:12](OCC)=[O:13])[C:7]([O:9][CH2:10][CH3:11])=[O:8])[C:4](=[O:17])[C:3]2=[CH:18][CH:19]=[CH:20][CH:21]=[C:2]12.[NH2:23][C:24]1[CH:25]=[C:26]([CH:42]=[CH:43][C:44]=1[Cl:45])[C:27]([O:29][CH2:30][CH2:31][CH2:32][CH2:33][CH2:34][CH2:35][CH2:36][CH2:37][CH2:38][CH2:39][CH2:40][CH3:41])=[O:28]>C1(C)C=CC=CC=1>[Cl:45][C:44]1[CH:43]=[CH:42][C:26]([C:27]([O:29][CH2:30][CH2:31][CH2:32][CH2:33][CH2:34][CH2:35][CH2:36][CH2:37][CH2:38][CH2:39][CH2:40][CH3:41])=[O:28])=[CH:25][C:24]=1[NH:23][C:12](=[O:13])[CH:6]([N:5]1[C:1](=[O:22])[C:2]2=[CH:21][CH:20]=[CH:19][CH:18]=[C:3]2[C:4]1=[O:17])[C:7]([O:9][CH2:10][CH3:11])=[O:8]. Reported procedure: Diethyl 2-phthalimidomalonate (15.26 g, 50.0 mmol) and n-dodecyl 3-amino-4-chlorobenzoate (16.99 g, 50.0 mmol) were added to toluene (300 ml) and refluxed under Dean and Stark conditions for 5 days, occasionally removing a small amount of distillate and replenishing the solvent as necessary. The reaction was followed by TLC (1:2 ethyl acetate:60-80° C. petroleum ether), the Rf of the product being between that of the two starting materials. The toluene was removed on the rotary evaporator and on...